From a dataset of the Open Reaction Database (ORD), a public repository of structured organic reaction records. describe an organic reaction: reactants, conditions, products, and yield Reactants: CC=1N=C(N2N=C(N=CC21)SC)C2=CC=CC=C2 (5-methyl-2-(methylthio)-7-phenylimidazo[5,1-f][1,2,4]triazine), CC=1N=C(N2N=C(N=CC21)S(=O)(=O)C)C2=CC=CC=C2 (5-Methyl-2-(methylsulfonyl)-7-phenylimidazo[5,1-f][1,2,4]triazine), CC(=O)NC1=CC=C(C=C1)N (4-aminoacetanilide). Solvent: C(C)O (ethanol). Product: CC=1N=C(N2N=C(N=CC21)NC2=CC=C(C=C2)NC(C)=O)C2=CC=CC=C2 (N-{4-[(5-methyl-7-phenylimidazo[5,1-f][1,2,4]triazin-2-yl)amino]phenyl}acetamide). Yield: 31.2%. Reaction SMILES: [CH3:1][C:2]1[N:3]=[C:4]([C:13]2[CH:18]=[CH:17][CH:16]=[CH:15][CH:14]=2)[N:5]2[C:10]=1[CH:9]=[N:8][C:7](SC)=[N:6]2.CC1N=C(C2C=CC=CC=2)N2C=1C=NC(S(C)(=O)=O)=N2.[CH3:39][C:40]([NH:42][C:43]1[CH:48]=[CH:47][C:46]([NH2:49])=[CH:45][CH:44]=1)=[O:41]>C(O)C>[CH3:1][C:2]1[N:3]=[C:4]([C:13]2[CH:18]=[CH:17][CH:16]=[CH:15][CH:14]=2)[N:5]2[C:10]=1[CH:9]=[N:8][C:7]([NH:49][C:46]1[CH:45]=[CH:44][C:43]([NH:42][C:40](=[O:41])[CH3:39])=[CH:48][CH:47]=1)=[N:6]2. Reported procedure: Applying the displacement procedure, using 5-methyl-2-(methylthio)-7-phenylimidazo[5,1-f][1,2,4]triazine (Intermediate 72) (50 mg, 0.17 mmol), 4-aminoacetanilide (26 mg, 0.17 mmol) and ethanol (2.5 mL) to afford N-{4-[(5-methyl-7-phenylimidazo[5,1-f][1,2,4]triazin-2-yl)amino]phenyl}acetamide (19 mg) as a yellow solid. MS m/z 359 (M+1). The reactants are CC#N, Clc1ccc2c(N3CCNCC3)n[nH]c2c1, COc1cc(C(C)=O)ccc1OCCCl, [K+], [K+], O=C([O-])[O-], O. Yields the product COc1cc(C(C)=O)ccc1OCCN1CCN(c2n[nH]c3cc(Cl)ccc23)CC1. RXN SMILES: [CH3:38][C:39]#[N:40].[Cl:1][c:2]1[cH:3][cH:4][c:5]2[c:6]([N:11]3[CH2:12][CH2:13][NH:14][CH2:15][CH2:16]3)[n:7][nH:8][c:9]2[cH:10]1.[Cl:23][CH2:24][CH2:25][O:26][c:27]1[c:28]([O:36][CH3:37])[cH:29][c:30]([C:33]([CH3:34])=[O:35])[cH:31][cH:32]1.[K+:17].[K+:18].[O-:19][C:20]([O-:21])=[O:22].[OH2:41]>>[Cl:1][c:2]1[cH:3][cH:4][c:5]2[c:6]([N:11]3[CH2:12][CH2:13][N:14]([CH2:24][CH2:25][O:26][c:27]4[c:28]([O:36][CH3:37])[cH:29][c:30]([C:33]([CH3:34])=[O:35])[cH:31][cH:32]4)[CH2:15][CH2:16]3)[n:7][nH:8][c:9]2[cH:10]1. Reactants: COC(=O)c1ccc(-c2c[nH]cc2C#N)cc1, CN(C)C=O, [H-], CI, [Na+], O. Product: COC(=O)c1ccc(-c2cn(C)cc2C#N)cc1. Reaction SMILES: [CH3:1][O:2][C:3](=[O:4])[c:5]1[cH:6][cH:7][c:8](-[c:11]2[c:12]([C:16]#[N:17])[cH:13][nH:14][cH:15]2)[cH:9][cH:10]1.[CH3:23][N:24]([CH3:25])[CH:26]=[O:27].[H-:18].[I:20][CH3:21].[Na+:19].[OH2:22]>>[CH3:1][O:2][C:3](=[O:4])[c:5]1[cH:6][cH:7][c:8](-[c:11]2[c:12]([C:16]#[N:17])[cH:13][n:14]([CH3:21])[cH:15]2)[cH:9][cH:10]1.